From a dataset of the Open Reaction Database (ORD), a public repository of structured organic reaction records. describe an organic reaction: reactants, conditions, products, and yield Starting materials: CS(C)=O, Cc1cc(F)ccc1[N+](=O)[O-], OCCNCCO. RXN SMILES: [CH3:19][S:20]([CH3:21])=[O:22].[N+:1](=[O:2])([O-:3])[c:4]1[c:5]([CH3:11])[cH:6][c:7]([F:10])[cH:8][cH:9]1.[OH:12][CH2:13][CH2:14][NH:15][CH2:16][CH2:17][OH:18]>>[N+:1](=[O:2])([O-:3])[c:4]1[c:5]([CH3:11])[cH:6][c:7]([N:15]([CH2:14][CH2:13][OH:12])[CH2:16][CH2:17][OH:18])[cH:8][cH:9]1. Yields the product Cc1cc(N(CCO)CCO)ccc1[N+](=O)[O-]. Starting materials: OO (hydrogen peroxide), NC1=C(C=NN1C1CCCC1)C#N (5-amino-1-cyclopentyl-1H-pyrazole-4-carbonitrile). Solvent: C(C)O (ethanol), N (ammonia). Run at time 8 hour. The product is NC1=C(C=NN1C1CCCC1)C(=O)N (5-Amino-1-cyclopentyl-1H-pyrazole-4-carboxamide). Reaction SMILES: [OH:1]O.[NH2:3][C:4]1[N:8]([CH:9]2[CH2:13][CH2:12][CH2:11][CH2:10]2)[N:7]=[CH:6][C:5]=1[C:14]#[N:15]>C(O)C.N>[NH2:3][C:4]1[N:8]([CH:9]2[CH2:13][CH2:12][CH2:11][CH2:10]2)[N:7]=[CH:6][C:5]=1[C:14]([NH2:15])=[O:1]. Procedure: 85 ml of 30% strength hydrogen peroxide solution are added to a solution of 5-amino-1-cyclopentyl-1H-pyrazole-4-carbonitrile (6.74 g, 38.3 mmol) in a mixture of 300 ml of ethanol and 371 ml of concentrated aqueous ammonia solution at room temperature and stirred at room temperature overnight. The nonaqueous solvents are then stripped off in a rotary evaporator. The product precipitates as solid from the remaining mixture and is filtered off with suction, washed with diethyl ether and dried under... The reactants are [Cl-].[Na+] (sodium chloride), BrCCCCC#N (5-bromopentanonitrile), C(C1=CC=CC=C1)NCC1=CC=CC=C1 (dibenzylamine), C(C)(C)N(C(C)C)CC (N,N-diisopropylethylamine). Solvent: O (water), CN(C=O)C (dimethylformamide), CN(C=O)C (dimethylformamide). Conditions: temperature 110 celsius. The product is C(C1=CC=CC=C1)N(CC1=CC=CC=C1)CCCCC#N (5-(N,N-Dibenzylamino)pentanonitrile). Yield: 108.9%. Reaction SMILES: Br[CH2:2][CH2:3][CH2:4][CH2:5][C:6]#[N:7].[CH2:8]([NH:15][CH2:16][C:17]1[CH:22]=[CH:21][CH:20]=[CH:19][CH:18]=1)[C:9]1[CH:14]=[CH:13][CH:12]=[CH:11][CH:10]=1.C(N(CC)C(C)C)(C)C.[Cl-].[Na+]>CN(C)C=O.O>[CH2:16]([N:15]([CH2:2][CH2:3][CH2:4][CH2:5][C:6]#[N:7])[CH2:8][C:9]1[CH:14]=[CH:13][CH:12]=[CH:11][CH:10]=1)[C:17]1[CH:22]=[CH:21][CH:20]=[CH:19][CH:18]=1 |f:3.4|. Procedure details: A solution of 5-bromopentanonitrile (16.20 g) in dry dimethylformamide (100 ml) was added dropwise over 15 minutes to a stirred solution of dibenzylamine (19.73 g) and N,N-diisopropylethylamine (35 ml, 26 g) in dry dimethylformamide (100 ml). The solution was heated (oil bath 110° C.) for 4 hours and was allowed to cool. The solution was poured onto a mixture of saturated aqueous sodium chloride (400 ml) and water (400 ml) and the mixture was extracted with ether (2×200 ml). The extracts were dr... The reactants are COc1c(C)cc([N+](=O)[O-])cc1C, N#CCc1ccc(Cl)c(Cl)c1, Cl, [H-], [Na+], CN(C)C=O, O. Yields the product Cc1cc([N+](=O)[O-])cc(C)c1C(C#N)c1ccc(Cl)c(Cl)c1. Reaction SMILES: [CH3:14][O:15][c:16]1[c:17]([CH3:26])[cH:18][c:19]([N+:23](=[O:24])[O-:25])[cH:20][c:21]1[CH3:22].[Cl:1][c:2]1[cH:3][c:4]([CH2:9][C:10]#[N:11])[cH:5][cH:6][c:7]1[Cl:8].[ClH:27].[H-:12].[Na+:13].[O:28]=[CH:29][N:30]([CH3:31])[CH3:32].[OH2:33]>>[Cl:1][c:2]1[cH:3][c:4]([CH:9]([C:10]#[N:11])[c:16]2[c:17]([CH3:26])[cH:18][c:19]([N+:23](=[O:24])[O-:25])[cH:20][c:21]2[CH3:22])[cH:5][cH:6][c:7]1[Cl:8].